The task is: describe an organic reaction: reactants, conditions, products, and yield. This data is from the Open Reaction Database (ORD), a public repository of structured organic reaction records. The reactants are CO, N, COC(=O)c1cccc2nc(-c3cccc(-c4ccncc4)c3)oc12. The product is NC(=O)c1cccc2nc(-c3cccc(-c4ccncc4)c3)oc12. RXN SMILES: [CH3:27][OH:28].[NH3:26].[n:1]1[cH:2][cH:3][c:4](-[c:7]2[cH:8][c:9](-[c:13]3[o:14][c:15]4[c:16]([n:17]3)[cH:18][cH:19][cH:20][c:21]4[C:22]([O:24][CH3:23])=[O:25])[cH:10][cH:11][cH:12]2)[cH:5][cH:6]1>>[n:1]1[cH:2][cH:3][c:4](-[c:7]2[cH:8][c:9](-[c:13]3[o:14][c:15]4[c:16]([n:17]3)[cH:18][cH:19][cH:20][c:21]4[C:22](=[O:24])[NH2:26])[cH:10][cH:11][cH:12]2)[cH:5][cH:6]1. Starting materials: CCOC(=O)C(NC(=O)C(C)NC(=O)Cc1cccc([N+](=O)[O-])c1)C(C)C, CO, ClC(Cl)Cl. Yields the product CC(NC(=O)Cc1cccc([N+](=O)[O-])c1)C(=O)NC(C(=O)O)C(C)C. RXN SMILES: [CH2:1]([CH3:2])[O:3][C:4]([CH:5]([NH:6][C:7]([CH:8]([NH:9][C:10]([CH2:11][c:12]1[cH:13][c:14]([N+:18](=[O:19])[O-:20])[cH:15][cH:16][cH:17]1)=[O:21])[CH3:22])=[O:23])[CH:24]([CH3:25])[CH3:26])=[O:27].[CH3:32][OH:33].[Cl:28][CH:29]([Cl:30])[Cl:31]>>[O:3]=[C:4]([CH:5]([NH:6][C:7]([CH:8]([NH:9][C:10]([CH2:11][c:12]1[cH:13][c:14]([N+:18](=[O:19])[O-:20])[cH:15][cH:16][cH:17]1)=[O:21])[CH3:22])=[O:23])[CH:24]([CH3:25])[CH3:26])[OH:27]. Reaction SMILES: [C:1]1([C:7]2[C:8](=[S:17])[NH:9][C:10]3[C:15]([CH:16]=2)=[CH:14][CH:13]=[CH:12][CH:11]=3)[CH:6]=[CH:5][CH:4]=[CH:3][CH:2]=1.[H-].[Na+].[H][H].[C:22]([O:26][C:27]([NH:29][C@@H:30]([CH3:43])[CH2:31]OS(C1C=CC(C)=CC=1)(=O)=O)=[O:28])([CH3:25])([CH3:24])[CH3:23]>CN(C)C=O>[C:22]([O:26][C:27]([NH:29][C@@H:30]([CH3:43])[CH2:31][S:17][C:8]1[C:7]([C:1]2[CH:2]=[CH:3][CH:4]=[CH:5][CH:6]=2)=[CH:16][C:15]2[C:10](=[CH:11][CH:12]=[CH:13][CH:14]=2)[N:9]=1)=[O:28])([CH3:25])([CH3:24])[CH3:23] |f:1.2|. Solvent: CN(C=O)C (dimethylformamide). Conditions: time 16 hour. The product is C(C)(C)(C)OC(=O)N[C@H](CSC1=NC2=CC=CC=C2C=C1C1=CC=CC=C1)C ((S)-2-(2-t-butoxycarbonylaminopropylthio)-3-phenylquinoline). Reactants: C(C)(C)(C)OC(=O)N[C@H](COS(=O)(=O)C1=CC=C(C=C1)C)C ((S)-2-t-butoxycarbonylamino-1-p-toluenesulphonyloxypropane), C1(=CC=CC=C1)C=1C(NC2=CC=CC=C2C1)=S (3-Phenylquinolin-2-thione), [H-].[Na+] (sodium hydride), ice water, [H][H] (hydrogen). Procedure: 3-Phenylquinolin-2-thione (2.5 g.) was added to a suspension of sodium hydride (0.55 g. of a 50% w/w dispersion in mineral oil) in dimethylformamide (16 ml.) at 0°-5°. When all the hydrogen had evolved, (S)-2-t-butoxycarbonylamino-1-p-toluenesulphonyloxypropane (3.5 g.) was added and the mixture was stirred at ambient temperature for 16 hr. The mixture was then poured into ice-water (160 ml.) and extracted with ethyl acetate (3×50 ml.). The ethyl acetate extract was washed with brine (50 ml.) an... The reactants are C1(=CC=CC=C1)C1=NC(=NC=C1)N1CC2CNCC2C1 (2-(4-Phenyl-pyrimidin-2-yl)-octahydro-pyrrolo[3,4-c]pyrrole), COC1=C(C(=O)O)C(=CC=C1)OC (2,6-dimethoxybenzoic acid). The product is COC1=C(C(=CC=C1)OC)C(=O)N1CC2CN(CC2C1)C1=NC=CC(=N1)C1=CC=CC=C1 (2-[(2,6-Dimethoxyphenyl)carbonyl]-5-(4-phenylpyrimidin-2-yl)octahydropyrrolo[3,4-c]pyrrole). RXN SMILES: [C:1]1([C:7]2[CH:12]=[CH:11][N:10]=[C:9]([N:13]3[CH2:20][CH:19]4[CH:15]([CH2:16][NH:17][CH2:18]4)[CH2:14]3)[N:8]=2)[CH:6]=[CH:5][CH:4]=[CH:3][CH:2]=1.[CH3:21][O:22][C:23]1[CH:31]=[CH:30][CH:29]=[C:28]([O:32][CH3:33])[C:24]=1[C:25](O)=[O:26]>>[CH3:33][O:32][C:28]1[CH:29]=[CH:30][CH:31]=[C:23]([O:22][CH3:21])[C:24]=1[C:25]([N:17]1[CH2:16][CH:15]2[CH:19]([CH2:20][N:13]([C:9]3[N:8]=[C:7]([C:1]4[CH:2]=[CH:3][CH:4]=[CH:5][CH:6]=4)[CH:12]=[CH:11][N:10]=3)[CH2:14]2)[CH2:18]1)=[O:26]. Reported procedure: The title compound was prepared in a manner analogous to Example 15 utilizing Intermediate 26 and 2,6-dimethoxybenzoic acid. MS (ESI) mass calcd. for C25H26N4O3, 430.51; m/z found, 431.2 [M+H]+. Starting materials: S(=O)(Cl)Cl (thionyl chloride), BrC=1C=C(C=C(C1)OC1=NC=C(C=C1)C(F)(F)F)CO ((3-bromo-5-(5-(trifluoromethyl)pyridin-2-yloxy)phenyl)methanol), O (water). Solvent: C1CCOC1 (THF). Reaction conditions: time 2 hour. Product: BrC=1C=C(OC2=NC=C(C=C2)C(F)(F)F)C=C(C1)CCl (2-(3-Bromo-5-(chloromethyl)phenoxy)-5-(trifluoromethyl)pyridine). Yield: 81.2%. Reaction SMILES: [Br:1][C:2]1[CH:3]=[C:4]([CH2:19]O)[CH:5]=[C:6]([O:8][C:9]2[CH:14]=[CH:13][C:12]([C:15]([F:18])([F:17])[F:16])=[CH:11][N:10]=2)[CH:7]=1.S(Cl)([Cl:23])=O.O>C1COCC1>[Br:1][C:2]1[CH:7]=[C:6]([CH:5]=[C:4]([CH2:19][Cl:23])[CH:3]=1)[O:8][C:9]1[CH:14]=[CH:13][C:12]([C:15]([F:18])([F:17])[F:16])=[CH:11][N:10]=1. Procedure: To a solution of (3-bromo-5-(5-(trifluoromethyl)pyridin-2-yloxy)phenyl)methanol (5.5 g, 15.8 mmol) in dry THF (30 mL) cooled to 0° C. was added thionyl chloride (3.22 mL, 44.3 mmol) dropwise. The reaction was warmed to RT and stirred for 2 h. The reaction mixture was then cooled and water was added. The mixture was extracted with ethyl acetate three times. The organic layer was washed with saturated NaHCO3 solution and brine, dried over Na2SO4, and evaporated to dryness to give the title compoun...